This data is from the Open Reaction Database (ORD), a public repository of structured organic reaction records. The task is: describe an organic reaction: reactants, conditions, products, and yield Starting materials: CCOC(=O)C(=O)[O-], C1CCOC1, C[Si](C)(C)[N-][Si](C)(C)C, [Li+], O=C1CCCc2cc(O)ccc21. Yields the product CCOC(=O)C(=O)C1CCc2cc(O)ccc2C1=O. As a reaction SMILES: [C:13]([C:14](=[O:15])[O-:16])(=[O:17])[O:18][CH2:19][CH3:20].[CH2:31]1[O:32][CH2:33][CH2:34][CH2:35]1.[CH3:21][Si:22]([N-:23][Si:24]([CH3:25])([CH3:26])[CH3:27])([CH3:28])[CH3:29].[Li+:30].[OH:1][c:2]1[cH:3][c:4]2[c:9]([cH:10][cH:11]1)[C:8](=[O:12])[CH2:7][CH2:6][CH2:5]2>>[OH:1][c:2]1[cH:3][c:4]2[c:9]([cH:10][cH:11]1)[C:8](=[O:12])[CH:7]([C:14]([C:13](=[O:17])[O:18][CH2:19][CH3:20])=[O:15])[CH2:6][CH2:5]2.